Dataset: the Open Reaction Database (ORD), a public repository of structured organic reaction records. Task: describe an organic reaction: reactants, conditions, products, and yield The reactants are [H-].[Al+3].[Li+].[H-].[H-].[H-] (lithium aluminum hydride), C(C)C=1C(=CC2=C(OCO2)C1)CC(=O)O ((6-ethyl-1,3-benzodioxol-5-yl)acetic acid), O (water). Run in O1CCCC1 (tetrahydrofuran), O1CCCC1 (tetrahydrofuran). Reaction conditions: time 12 hour. Yields the product C(C)C=1C(=CC2=C(OCO2)C1)CCO (2-(6-Ethyl-1,3-benzodioxol-5-yl)ethanol). The yield is 90.6%. RXN SMILES: [H-].[Al+3].[Li+].[H-].[H-].[H-].[CH2:7]([C:9]1[C:10]([CH2:18][C:19](O)=[O:20])=[CH:11][C:12]2[O:16][CH2:15][O:14][C:13]=2[CH:17]=1)[CH3:8].O>O1CCCC1>[CH2:7]([C:9]1[C:10]([CH2:18][CH2:19][OH:20])=[CH:11][C:12]2[O:16][CH2:15][O:14][C:13]=2[CH:17]=1)[CH3:8] |f:0.1.2.3.4.5|. Reported procedure: 62 g of lithium aluminum hydride was suspended in 1.5 l of anhydrous tetrahydrofuran. A solution of 200 g of (6-ethyl-1,3-benzodioxol-5-yl)acetic acid in 200 ml of tetrahydrofuran was added dropwise to the suspension and the reaction was conducted at room temperature for 12 h. After the completion of the reaction, water was added thereto and the precipitate was filtered off. The filtrate was concentrated under reduced pressure and water was added to the residue. After extraction with ethyl aceta... Starting materials: COC=1C=C2C(=C(NC2=CC1)C)CC(=O)O (5-methoxy-2-methyl-3-indoleacetic acid), C1CCC(CC1)N=C=NC2CCCCC2 (DCC), N1CCOCC1 (morpholine). Solvent: C1CCOC1 (THF). Run at time 2 hour. The product is COC=1C=C2C(=C(NC2=CC1)C)CC(=O)N1CCOCC1 (2-[5-methoxy-2-methyl-1H-indol-3-yl]-1-[morpholin-4-yl]ethanone). Yield: 67.0%. RXN SMILES: [CH3:1][O:2][C:3]1[CH:4]=[C:5]2[C:9](=[CH:10][CH:11]=1)[NH:8][C:7]([CH3:12])=[C:6]2[CH2:13][C:14]([OH:16])=O.C1CCC(N=C=NC2CCCCC2)CC1.[NH:32]1[CH2:37][CH2:36][O:35][CH2:34][CH2:33]1>C1COCC1>[CH3:1][O:2][C:3]1[CH:4]=[C:5]2[C:9](=[CH:10][CH:11]=1)[NH:8][C:7]([CH3:12])=[C:6]2[CH2:13][C:14]([N:32]1[CH2:37][CH2:36][O:35][CH2:34][CH2:33]1)=[O:16]. Procedure details: To 5-methoxy-2-methyl-3-indoleacetic acid (0.665g; 3.03 mmol) in 6 mL of THF was added DCC (0.661 g; 3.2 mmol). After 2 h of stirring, morpholine (1 mL; 11.4 mmol) was added and stirred for another 1 h. The reaction mixture was filtered and the solvent removed. Chromatography on silica gel (eluted with EtOAc) yielded 0.585 g (64%) of the title compound. Reactants: [Br-], [Mg+]C1CCCCC1, Cc1oc(-c2ccc(F)cc2F)cc1C=O, C1CCOC1. Yields the product Cc1oc(-c2ccc(F)cc2F)cc1C(O)C1CCCCC1. RXN SMILES: [Br-:22].[CH:23]1([Mg+:29])[CH2:24][CH2:25][CH2:26][CH2:27][CH2:28]1.[F:1][c:2]1[c:3](-[c:9]2[cH:10][c:11]([CH:15]=[O:16])[c:12]([CH3:14])[o:13]2)[cH:4][cH:5][c:6]([F:8])[cH:7]1.[O:17]1[CH2:18][CH2:19][CH2:20][CH2:21]1>>[F:1][c:2]1[c:3](-[c:9]2[cH:10][c:11]([CH:15]([OH:16])[CH:23]3[CH2:24][CH2:25][CH2:26][CH2:27][CH2:28]3)[c:12]([CH3:14])[o:13]2)[cH:4][cH:5][c:6]([F:8])[cH:7]1. Reactants: OCCN1C(C2=CC=CC=C2C1=O)=O (2-(2-hydroxyethyl)isoindoline-1,3-dione), [H-].[Na+] (sodium hydride), C1=CC=C(C=C1)CBr (BnBr). Solvent: CN(C)C=O (DMF). Run at time 1 hour. Yields the product C(C1=CC=CC=C1)OCCN1C(C2=CC=CC=C2C1=O)=O (2-(2-(benzyloxy)ethyl)isoindoline-1,3-dione). Isolated yield 65.6%. Reaction SMILES: [OH:1][CH2:2][CH2:3][N:4]1[C:12](=[O:13])[C:11]2[C:6](=[CH:7][CH:8]=[CH:9][CH:10]=2)[C:5]1=[O:14].[H-].[Na+].[CH:17]1[CH:22]=[CH:21][C:20]([CH2:23]Br)=[CH:19][CH:18]=1>CN(C=O)C>[CH2:23]([O:1][CH2:2][CH2:3][N:4]1[C:5](=[O:14])[C:6]2[C:11](=[CH:10][CH:9]=[CH:8][CH:7]=2)[C:12]1=[O:13])[C:20]1[CH:21]=[CH:22][CH:17]=[CH:18][CH:19]=1 |f:1.2|. Procedure details: A solution of 126 (5 g, 26 mmol) in DMF (50 mL) was treated with sodium hydride (1.1 g, 32 mmol, 70% dispersed in mineral oil) for 30 minutes at room temperature, followed by addition of BnBr (6.7 g, 39 mmol). After additional 1 hour, the reaction was quenched by water (200 mL) and extracted with ethyl acetate (4×50 mL). The combined organic layer was washed with brine (3×50 mL), dried over anhydrous sodium sulfate and concentrated under vacuum to give a residue, which was purified by a silica g... Starting materials: CC(=O)O, C1CCOC1, COC(=O)C(CN(C)C)c1ccsc1, CO, O. The product is CN(C)CC(C(=O)O)c1ccsc1. As a reaction SMILES: [C:15]([OH:16])(=[O:17])[CH3:18].[CH2:19]1[O:20][CH2:21][CH2:22][CH2:23]1.[CH3:1][N:2]([CH2:3][CH:4]([C:5](=[O:6])[O:7][CH3:8])[c:9]1[cH:10][s:11][cH:12][cH:13]1)[CH3:14].[CH3:25][OH:26].[OH2:24]>>[CH3:1][N:2]([CH2:3][CH:4]([C:5](=[O:6])[OH:7])[c:9]1[cH:10][s:11][cH:12][cH:13]1)[CH3:14]. Reactants: S(=O)([O-])S(=O)[O-].[Na+].[Na+] (Sodium dithionite), [N+](=O)([O-])C1=C(C(=O)O)C=CC=C1OC (2-nitro-3-methoxybenzoic acid), [OH-].[NH4+] (ammonium hydroxide). The solvent is O (water), O (water). Reaction conditions: time 3 hour. Product: NC1=C(C(=O)O)C=CC=C1OC (2-Amino-3-methoxybenzoic acid). As a reaction SMILES: S(S([O-])=O)([O-])=O.[Na+].[Na+].[N+:9]([C:12]1[C:20]([O:21][CH3:22])=[CH:19][CH:18]=[CH:17][C:13]=1[C:14]([OH:16])=[O:15])([O-])=O.[OH-].[NH4+]>O>[NH2:9][C:12]1[C:20]([O:21][CH3:22])=[CH:19][CH:18]=[CH:17][C:13]=1[C:14]([OH:16])=[O:15] |f:0.1.2,4.5|. Reported procedure: Sodium dithionite (84 g, 0.48 m) in water (100 ml) was added to 2-nitro-3-methoxybenzoic acid (20 g, 0.10 m) in water (100 ml)/concentrated ammonium hydroxide solution (6 ml). After stirring 3 hours the product was filtered. Acidification of the filtrate, saturation with sodium chloride and extraction with ether provided a small second crop of product. Starting materials: CCOP(=O)(Cc1nnc2c(=O)n(Cc3ccc(OC)cc3OC)c3ccc(C(F)(F)F)cc3n12)OCC, COc1ccc(CN)c(OC)c1, O=C(O)C(F)(F)F. Reaction SMILES: [CH2:13]([CH3:14])[O:15][P:16](=[O:17])([O:18][CH2:19][CH3:20])[CH2:21][c:22]1[n:23][n:24][c:25]2[n:26]1[c:27]1[cH:28][c:29]([C:47]([F:48])([F:49])[F:50])[cH:30][cH:31][c:32]1[n:33]([CH2:36][c:37]1[cH:38][cH:39][c:40]([O:41][CH3:42])[cH:43][c:44]1[O:45][CH3:46])[c:34]2=[O:35].[CH3:1][O:2][c:3]1[cH:4][c:5]([O:6][CH3:7])[cH:8][cH:9][c:10]1[CH2:11][NH2:12].[OH:51][C:52]([C:53]([F:54])([F:55])[F:56])=[O:57]>>[CH2:13]([CH3:14])[O:15][P:16](=[O:17])([O:18][CH2:19][CH3:20])[CH2:21][c:22]1[n:23][n:24][c:25]2[n:26]1[c:27]1[cH:28][c:29]([C:47]([F:48])([F:49])[F:50])[cH:30][cH:31][c:32]1[nH:33][c:34]2=[O:35]. The product is CCOP(=O)(Cc1nnc2c(=O)[nH]c3ccc(C(F)(F)F)cc3n12)OCC. Reactants: Cc1onc(-c2ccccc2)c1-c1nnc(-c2ccccc2[N+](=O)[O-])o1, CCO, CCOC(C)=O, Cl, [Na+], [Na+], O=C([O-])[O-], O, O, Cl[Sn]Cl. Yields the product Cc1onc(-c2ccccc2)c1-c1nnc(-c2ccccc2N)o1. As a reaction SMILES: [CH3:1][c:2]1[c:3](-[c:13]2[o:14][c:15](-[c:18]3[c:19]([N+:24]([O-:25])=[O:26])[cH:20][cH:21][cH:22][cH:23]3)[n:16][n:17]2)[c:4](-[c:7]2[cH:8][cH:9][cH:10][cH:11][cH:12]2)[n:5][o:6]1.[CH3:39][CH2:40][OH:41].[CH3:42][CH2:43][O:44][C:45](=[O:46])[CH3:47].[ClH:27].[Na+:33].[Na+:34].[O-:35][C:36](=[O:37])[O-:38].[OH2:28].[OH2:29].[Sn:30]([Cl:31])[Cl:32]>>[CH3:1][c:2]1[c:3](-[c:13]2[o:14][c:15](-[c:18]3[c:19]([NH2:24])[cH:20][cH:21][cH:22][cH:23]3)[n:16][n:17]2)[c:4](-[c:7]2[cH:8][cH:9][cH:10][cH:11][cH:12]2)[n:5][o:6]1. Reactants: O=C([O-])[O-], C1CCNC1, ClCc1csc(Cl)n1, [K+], [K+], CN(C)C=O. The product is Clc1nc(CN2CCCC2)cs1. RXN SMILES: [C:14](=[O:15])([O-:16])[O-:17].[CH2:9]1[CH2:10][CH2:11][NH:12][CH2:13]1.[Cl:1][c:2]1[s:3][cH:4][c:5]([CH2:7][Cl:8])[n:6]1.[K+:18].[K+:19].[O:20]=[CH:21][N:22]([CH3:23])[CH3:24]>>[Cl:1][c:2]1[s:3][cH:4][c:5]([CH2:7][N:12]2[CH2:11][CH2:10][CH2:9][CH2:13]2)[n:6]1. Reactants: O=C([O-])[O-], CC(=O)OC(C)=O, CC(=O)O, CN(C)C=O, Cc1[nH][nH]c(=O)c1Cc1ccc(OC(C)C)cc1, [K+], [K+], O. Product: CC(=O)n1[nH]c(=O)c(Cc2ccc(OC(C)C)cc2)c1C. RXN SMILES: [C:19](=[O:20])([O-:21])[O-:22].[CH3:25][C:26](=[O:27])[O:28][C:29](=[O:30])[CH3:31].[CH3:32][C:33](=[O:34])[OH:35].[CH3:36][N:37]([CH3:38])[CH:39]=[O:40].[CH:1]([CH3:2])([CH3:3])[O:4][c:5]1[cH:6][cH:7][c:8]([CH2:11][c:12]2[c:13](=[O:18])[nH:14][nH:15][c:16]2[CH3:17])[cH:9][cH:10]1.[K+:23].[K+:24].[OH2:41]>>[CH:1]([CH3:2])([CH3:3])[O:4][c:5]1[cH:6][cH:7][c:8]([CH2:11][c:12]2[c:13](=[O:18])[nH:14][n:15]([C:26]([CH3:25])=[O:27])[c:16]2[CH3:17])[cH:9][cH:10]1.